describe an organic reaction: reactants, conditions, products, and yield From a dataset of the Open Reaction Database (ORD), a public repository of structured organic reaction records. Reactants: O[C@H]1[C@H](C(O[C@H]1[C@@H](C=C)O)=O)OC ((3R,4R,5S)-4-hydroxy-5-[(1R)-1-hydroxyprop-2-en-1-yl]-3-methoxydihydrofuran-2(3H)-one), C(=C)C1CCCC1 (vinylcyclopentane). Reagents/catalysts: Cl[Ru](Cl)([P](C1CCCCC1)(C2CCCCC2)C3CCCCC3)([P](C4CCCCC4)(C5CCCCC5)C6CCCCC6)=CC7=CC=CC=C7 (Grubbs catalyst). Run in C(Cl)Cl (CH2Cl2). Reaction conditions: temperature 60 celsius. Product: C1(CCCC1)/C=C/[C@@H](O)[C@H]1[C@H]([C@H](C(O1)=O)OC)O ((3R,4R,5S)-5-[(1R,2E)-3-cyclopentyl-1-hydroxyprop-2-en-1-yl]-4-hydroxy-3-methoxydihydrofuran-2(3H)-one). Reaction SMILES: [OH:1][C@@H:2]1[C@H:6]([C@H:7]([OH:10])[CH:8]=[CH2:9])[O:5][C:4](=[O:11])[C@@H:3]1[O:12][CH3:13].C([CH:16]1[CH2:20][CH2:19][CH2:18][CH2:17]1)=C>Cl[Ru](=CC1C=CC=CC=1)([P](C1CCCCC1)(C1CCCCC1)C1CCCCC1)([P](C1CCCCC1)(C1CCCCC1)C1CCCCC1)Cl.C(Cl)Cl>[CH:16]1(/[CH:9]=[CH:8]/[C@H:7]([C@@H:6]2[O:5][C:4](=[O:11])[C@H:3]([O:12][CH3:13])[C@@H:2]2[OH:1])[OH:10])[CH2:20][CH2:19][CH2:18][CH2:17]1 |^1:29,48|. Procedure: 100 mg (0.53 mmol) of 18, 4 ml of CH2Cl2, 726 μl (5.3 mmol) of vinylcyclopentane and then 90.2 mg (106 μmol) of second-generation Grubbs catalyst are introduced into a 5 ml vial. The solution is microwave-heated at 60° C. for 10 min. The solvent is subsequently evaporated to dryness under reduced pressure and the residue is then purified on a Biotage 12-M silica column (eluent: 40/60 Hept/EtOAc). The product 19 (76.3 mg, Rf=0.35 under the elution conditions used) is obtained in the form of a bro... Reactants: monoester, P(=O)(OCCCC)([O-])[O-] (monobutyl phosphate), [OH-].[Na+] (sodium hydroxide), C1C(O1)CO (glycidol), O1CC1 (oxirane). Run at temperature 70 celsius, time 6 hour. Product: P(=O)(OC(C(O)CO)CCCC)([O-])[O-].[Na+].[Na+] (sodium butylglyceryl phosphate). The yield is 81.5%. RXN SMILES: [P:1]([O-:9])([O-:8])([O:3][CH2:4][CH2:5][CH2:6][CH3:7])=[O:2].[OH-].[Na+:11].C1[O:14][CH:13]1[CH2:15][OH:16].O1C[CH2:18]1>>[P:1]([O-:9])([O-:8])([O:3][CH:4]([CH2:5][CH2:6][CH2:7][CH3:18])[CH:13]([CH2:15][OH:16])[OH:14])=[O:2].[Na+:11].[Na+:11] |f:1.2,5.6.7|. Reported procedure: 20 g (0.13 moles) of monobutyl phosphate having a purity of 99% (AV1=360.6, AV2=721.3) was charged into a reactor, to which 129 ml of 1N sodium hydroxide aqueous solution was added and agitated, followed by heating to 70° C. to make a uniform system. At this moment, the acid value of the reaction system was 46.7. While keeping the reaction system at 70° C., 42.7 g of glycidol (the oxirane value=683.7) was gradually dropped, followed by agitation at the temperature for 6 hours, at which the acid ...